Task: describe an organic reaction: reactants, conditions, products, and yield. Dataset: the Open Reaction Database (ORD), a public repository of structured organic reaction records Reactants: polyol, polyisocyanate, C(CCCCCCCCCCC)(=O)[O-].C(CCCCCCCCCCC)(=O)[O-].C(CCC)[Sn+2]CCCC (dibutyltin dilaurate), O=C=NC1CC(CN=C=O)(CC(C1)(C)C)C (isophorone diisocyanate), COC1=CC=C(C=C1)O (p-methoxyphenol), C(C)(C)(C)C1=C(C(=C(C=C1)C)O)C(C)(C)C (di-t-butyl-hydroxytoluene), (meth)acrylate, C(O)C(C(=O)O)(C)CO (dimethylolpropionic acid), dihydroxyl, C(C=C)(=O)OCCO (2-hydroxyethyl acrylate). Procedure details: In a reaction vessel equipped with a stirrer, a thermometer and a condenser, 3750 g (3 mol) of polycaprolactonediol (PLACCEL212, manufactured by DAICEL CHEMICAL INDUSTRIES, LTD.) having a molecular weight of 1250 as the polymer polyol, 402 g (3 mol) of dimethylolpropionic acid as the dihydroxyl compound having a carboxyl group, 1554 g (7 mol) of isophorone diisocyanate as the polyisocyanate, 238 g (2.05 mol) of 2-hydroxyethyl acrylate as the (meth)acrylate, and p-methoxyphenol and di-t-butyl-hyd... Reaction conditions: temperature 60 celsius. Yields the product C(C=C)(=O)O.NC(=O)OCC (urethane acrylate). Reaction SMILES: [CH2:1]([C:3]([CH2:8][OH:9])(C)[C:4]([OH:6])=[O:5])O.[O:10]=[C:11]=[N:12]C1CC(C)(C)CC(C)(CN=C=O)C1.C(OCCO)(=O)C=C.COC1C=CC(O)=CC=1.C(C1C=CC(C)=C(O)C=1C(C)(C)C)(C)(C)C.C([O-])(=O)CCCCCCCCCCC.C([O-])(=O)CCCCCCCCCCC.C([Sn+2]CCCC)CCC>>[C:4]([OH:6])(=[O:5])[CH:3]=[CH2:1].[NH2:12][C:11]([O:9][CH2:8][CH3:3])=[O:10] |f:5.6.7,8.9|. RXN SMILES: [C:1]([CH3:2])([CH3:3])([CH3:4])[Si:5]([O:6][CH:7]([CH3:8])[CH:9]1[C:10](=[O:19])[NH:11][CH:12]1[CH:13]([CH3:14])[C:15](=[S:16])[S:17][CH3:18])([CH3:20])[CH3:21].[CH3:31][c:32]1[cH:33][cH:34][cH:35][cH:36][cH:37]1.[OH:22][CH:23]([C:24](=[O:25])[O:26][CH2:27][CH:28]=[CH2:29])[OH:30]>>[C:1]([CH3:2])([CH3:3])([CH3:4])[Si:5]([O:6][CH:7]([CH3:8])[CH:9]1[C:10](=[O:19])[N:11]([CH:23]([OH:22])[C:24](=[O:25])[O:26][CH2:27][CH:28]=[CH2:29])[CH:12]1[CH:13]([CH3:14])[C:15](=[S:16])[S:17][CH3:18])([CH3:20])[CH3:21]. The product is C=CCOC(=O)C(O)N1C(=O)C(C(C)O[Si](C)(C)C(C)(C)C)C1C(C)C(=S)SC. Starting materials: CSC(=S)C(C)C1NC(=O)C1C(C)O[Si](C)(C)C(C)(C)C, Cc1ccccc1, C=CCOC(=O)C(O)O. The reactants are CC(=O)Nc1cc(OC(C)=O)c(C(=O)O)cc1Cl, [Cl-], O=S(Cl)Cl. Yields the product CC(=O)Nc1cc(OC(C)=O)c(C(=O)Cl)cc1Cl. Reaction SMILES: [C:5]([CH3:6])(=[O:7])[O:8][c:9]1[c:10]([C:11](=[O:12])[OH:13])[cH:14][c:15]([Cl:22])[c:16]([NH:18][C:19](=[O:20])[CH3:21])[cH:17]1.[Cl-:23].[S:1]([Cl:2])([Cl:3])=[O:4]>>[C:5]([CH3:6])(=[O:7])[O:8][c:9]1[c:10]([C:11](=[O:12])[Cl:23])[cH:14][c:15]([Cl:22])[c:16]([NH:18][C:19](=[O:20])[CH3:21])[cH:17]1. Starting materials: CCC(CC)Nc1c([N+](=O)[O-])cc(C)c(CO)c1[N+](=O)[O-], O=C(Cl)COc1ccc(Cl)cc1Cl, c1ccccc1. Yields the product CCC(CC)Nc1c([N+](=O)[O-])cc(C)c(COC(=O)COc2ccc(Cl)cc2Cl)c1[N+](=O)[O-]. As a reaction SMILES: [CH2:1]([CH3:2])[CH:3]([CH2:4][CH3:5])[NH:6][c:7]1[c:8]([N+:19](=[O:20])[O-:21])[c:9]([CH2:10][OH:11])[c:12]([CH3:18])[cH:13][c:14]1[N+:15](=[O:16])[O-:17].[Cl:22][c:23]1[c:24]([O:25][CH2:26][C:27](=[O:28])[Cl:29])[cH:30][cH:31][c:32]([Cl:34])[cH:33]1.[cH:35]1[cH:36][cH:37][cH:38][cH:39][cH:40]1>>[CH2:1]([CH3:2])[CH:3]([CH2:4][CH3:5])[NH:6][c:7]1[c:8]([N+:19](=[O:20])[O-:21])[c:9]([CH2:10][O:11][C:27]([CH2:26][O:25][c:24]2[c:23]([Cl:22])[cH:33][c:32]([Cl:34])[cH:31][cH:30]2)=[O:28])[c:12]([CH3:18])[cH:13][c:14]1[N+:15](=[O:16])[O-:17]. Starting materials: COC(=O)Cc1cccc(Oc2ccc(Br)cc2CBr)c1, CC1NC(=O)OC1c1cc(F)cc(F)c1. Yields the product COC(=O)Cc1cccc(Oc2ccc(Br)cc2CN2C(=O)OC(c3cc(F)cc(F)c3)C2C)c1. Reaction SMILES: [CH3:1][O:2][C:3]([CH2:4][c:5]1[cH:6][c:7]([O:11][c:12]2[c:13]([CH2:19][Br:20])[cH:14][c:15]([Br:18])[cH:16][cH:17]2)[cH:8][cH:9][cH:10]1)=[O:21].[F:22][c:23]1[cH:24][c:25]([CH:30]2[CH:31]([CH3:36])[NH:32][C:33](=[O:35])[O:34]2)[cH:26][c:27]([F:29])[cH:28]1>>[CH3:1][O:2][C:3]([CH2:4][c:5]1[cH:6][c:7]([O:11][c:12]2[c:13]([CH2:19][N:32]3[CH:31]([CH3:36])[CH:30]([c:25]4[cH:24][c:23]([F:22])[cH:28][c:27]([F:29])[cH:26]4)[O:34][C:33]3=[O:35])[cH:14][c:15]([Br:18])[cH:16][cH:17]2)[cH:8][cH:9][cH:10]1)=[O:21]. The reactants are Br, Br, CCO, CCN(C(C)C)C(C)C, O=[N+]([O-])c1cnn(CC(F)F)c1Cl, OC1CNCCNC1. Yields the product O=[N+]([O-])c1cnn(CC(F)F)c1N1CCNCC(O)C1. RXN SMILES: [BrH:14].[BrH:15].[CH3:33][CH2:34][OH:35].[CH:24]([N:25]([CH2:26][CH3:27])[CH:28]([CH3:29])[CH3:30])([CH3:31])[CH3:32].[Cl:1][c:2]1[c:3]([N+:11](=[O:12])[O-:13])[cH:4][n:5][n:6]1[CH2:7][CH:8]([F:9])[F:10].[NH:16]1[CH2:17][CH2:18][NH:19][CH2:20][CH:21]([OH:23])[CH2:22]1>>[c:2]1([N:16]2[CH2:17][CH2:18][NH:19][CH2:20][CH:21]([OH:23])[CH2:22]2)[c:3]([N+:11](=[O:12])[O-:13])[cH:4][n:5][n:6]1[CH2:7][CH:8]([F:9])[F:10]. Starting materials: NC=1C=CC(=CC1O)C (6-amino-m-cresol), ice, [OH-].[Na+] (sodium hydroxide), C(C1=CC=CC=C1)(=O)Cl (benzoyl chloride), [S-]C#N.[NH4+] (ammonium thiocyanate). The solvent is CC(=O)C (acetone), CC(=O)C (acetone). Reaction conditions: time 5 minute. The product is OC1=C(C=CC(=C1)C)NC(=S)N (1-(2-hydroxy-4-methylphenyl)-2-thiourea). Reaction SMILES: C(Cl)(=O)C1C=CC=CC=1.[S-:10][C:11]#[N:12].[NH4+].[NH2:14][C:15]1[CH:16]=[CH:17][C:18]([CH3:22])=[CH:19][C:20]=1[OH:21].[OH-].[Na+]>CC(C)=O>[OH:21][C:20]1[CH:19]=[C:18]([CH3:22])[CH:17]=[CH:16][C:15]=1[NH:14][C:11]([NH2:12])=[S:10] |f:1.2,4.5|. Reported procedure: 0.2 mole of benzoyl chloride is added dropwise to a solution of 0.22 mole of ammonium thiocyanate in 100 ml of anhydrous acetone. The mixture is boiled to reflux for 5 minutes after the addition is complete, and a solution of 0.2 mole of 6-amino-m-cresol in 50 ml of anhydrous acetone is then added dropwise so as to maintain gentle refluxing. Stirring and heating are continued for 5 minutes after the addition, the reaction mixture is poured into 1.5 l of ice-cold water, and the crystals obtained ... The reactants are N1N=C(C=C1)C(=O)O (1H-pyrazol-3-carboxylic acid), CCO (EtOH), OS(=O)(=O)O (H2SO4), C(Cl)Cl.CO (DCM MeOH). Reaction conditions: temperature 100 celsius, time 4 hour. Product: N1N=C(C=C1)C(=O)OCC (Ethyl 1H-pyrazole-3-carboxylate). RXN SMILES: [NH:1]1[CH:5]=[CH:4][C:3]([C:6]([OH:8])=[O:7])=[N:2]1.OS(O)(=O)=O.C(Cl)Cl.CO.[CH3:19][CH2:20]O>>[NH:1]1[CH:5]=[CH:4][C:3]([C:6]([O:8][CH2:19][CH3:20])=[O:7])=[N:2]1 |f:2.3|. Reported procedure: A 100 mL Schlenk tube was dried under vacuum, filled with nitrogen and charged with 0.5 g (4.461 mmol, 1.0 eq) 1H-pyrazol-3-carboxylic acid which was dissolved in 20 mL EtOH. After adding 1.31 g (0.72 mL, 13.382 mmol, 3.0 eq) conc. H2SO4 the colorless reaction mixture was heated to reflux (100° C.) and stirred at this temperature for 4 h. TLC analysis (DCM/MeOH 95:5) indicated full conversion of the starting material. After cooling to rt the mixture was transferred to a flask to remove the solve...